From a dataset of the Open Reaction Database (ORD), a public repository of structured organic reaction records. describe an organic reaction: reactants, conditions, products, and yield Reactants: C(CCCCCCCCCCCCCCC)NC1=CC=C(C(=O)OCC2CO2)C=C1 (2,3-epoxypropyl 4-(n-hexadecylamino)benzoate), S(O)(O)(=O)=O (sulfuric acid), COCCOC (1,2-dimethoxyethane). Run in O (water). The product is C(CCCCCCCCCCCCCCC)NC1=CC=C(C(=O)OCC(CO)O)C=C1 (2,3-dihydroxypropyl 4-(n-hexadecylamino)benzoate). As a reaction SMILES: [CH2:1]([NH:17][C:18]1[CH:30]=[CH:29][C:21]([C:22]([O:24][CH2:25][CH:26]2[O:28][CH2:27]2)=[O:23])=[CH:20][CH:19]=1)[CH2:2][CH2:3][CH2:4][CH2:5][CH2:6][CH2:7][CH2:8][CH2:9][CH2:10][CH2:11][CH2:12][CH2:13][CH2:14][CH2:15][CH3:16].S(=O)(=O)(O)[OH:32].COCCOC>O>[CH2:1]([NH:17][C:18]1[CH:30]=[CH:29][C:21]([C:22]([O:24][CH2:25][CH:26]([OH:28])[CH2:27][OH:32])=[O:23])=[CH:20][CH:19]=1)[CH2:2][CH2:3][CH2:4][CH2:5][CH2:6][CH2:7][CH2:8][CH2:9][CH2:10][CH2:11][CH2:12][CH2:13][CH2:14][CH2:15][CH3:16]. Procedure details: A mixture of 100 mg of 2,3-epoxypropyl 4-(n-hexadecylamino)benzoate, 0.2 ml of 1N sulfuric acid, and 1.0 ml of 1,2-dimethoxyethane is heated under reflux for one hour, diluted with water, and filtered to yield 2,3-dihydroxypropyl 4-(n-hexadecylamino)benzoate as a white solid, mp 112° C. Reported procedure: 2-(5-Bromo-2-chloro-pyrimidin-4-ylamino)-N-methyl-benzamide (50 mg, 0.161 mmol), 2-(7-amino-8-methoxy-1,2,4,5-tetrahydro-benzo[d]azepin-3-yl)-N,N-dimethyl-acetamide (44 mg, 0.161 mmol) and camphorsulfonic acid (56 mg, 0.241 mmol) were combined in 3 mL isopropanol and heated at 120° C. in microwave for a total of 90 min. The reaction was concentrated to be taken up in dichloromethane and washed with saturated sodium bicarbonate solution (2×30 mL). The organic layer was dried over MgSO4 and filter... The solvent is C(C)(C)O (isopropanol). Yields the product BrC=1C(=NC(=NC1)NC1=CC2=C(CCN(CC2)CC(N(C)C)=O)C=C1OC)NC1=C(C(=O)NC)C=CC=C1 (2-[5-Bromo-2-(3-dimethylcarbamoylmethyl-8-methoxy-2,3,4,5-tetrahydro-1H-benzo[d]azepin-7-ylamino)-pyrimidin-4-ylamino]-N-methyl-benzamide). Yield: 45.9%. As a reaction SMILES: [Br:1][C:2]1[C:3]([NH:9][C:10]2[CH:19]=[CH:18][CH:17]=[CH:16][C:11]=2[C:12]([NH:14][CH3:15])=[O:13])=[N:4][C:5](Cl)=[N:6][CH:7]=1.[NH2:20][C:21]1[C:37]([O:38][CH3:39])=[CH:36][C:24]2[CH2:25][CH2:26][N:27]([CH2:30][C:31]([N:33]([CH3:35])[CH3:34])=[O:32])[CH2:28][CH2:29][C:23]=2[CH:22]=1.C12(CS(O)(=O)=O)C(C)(C)C(CC1)CC2=O>C(O)(C)C>[Br:1][C:2]1[C:3]([NH:9][C:10]2[CH:19]=[CH:18][CH:17]=[CH:16][C:11]=2[C:12]([NH:14][CH3:15])=[O:13])=[N:4][C:5]([NH:20][C:21]2[C:37]([O:38][CH3:39])=[CH:36][C:24]3[CH2:25][CH2:26][N:27]([CH2:30][C:31](=[O:32])[N:33]([CH3:34])[CH3:35])[CH2:28][CH2:29][C:23]=3[CH:22]=2)=[N:6][CH:7]=1. Starting materials: BrC=1C(=NC(=NC1)Cl)NC1=C(C(=O)NC)C=CC=C1 (2-(5-Bromo-2-chloro-pyrimidin-4-ylamino)-N-methyl-benzamide), NC1=CC2=C(CCN(CC2)CC(=O)N(C)C)C=C1OC (2-(7-amino-8-methoxy-1,2,4,5-tetrahydro-benzo[d]azepin-3-yl)-N,N-dimethyl-acetamide), C12(C(=O)CC(CC1)C2(C)C)CS(=O)(=O)O (camphorsulfonic acid). Conditions: temperature 120 celsius. The reactants are FC1=C(C=CC(=C1)[N+](=O)[O-])N1N=C(N(C1=O)C(F)F)C (1-(2-fluoro-4-nitrophenyl)-4-difluoromethyl-4,5-dihydro-3-methyl-1,2,4-triazol-5(1H)-one), [H][H] (hydrogen). The reagents and catalysts are [Pt]=O (platinum oxide). Solvent: C(C)O (ethanol). Product: FC1=C(C=CC(=C1)N)N1N=C(N(C1=O)C(F)F)C (1-(2-fluoro-4-aminophenyl)-4-difluoromethyl-4,5-dihydro-3-methyl-1,2,4-triazol-5(1H)-one). Isolated yield 91.6%. RXN SMILES: [F:1][C:2]1[CH:7]=[C:6]([N+:8]([O-])=O)[CH:5]=[CH:4][C:3]=1[N:11]1[C:15](=[O:16])[N:14]([CH:17]([F:19])[F:18])[C:13]([CH3:20])=[N:12]1.[H][H]>C(O)C.[Pt]=O>[F:1][C:2]1[CH:7]=[C:6]([NH2:8])[CH:5]=[CH:4][C:3]=1[N:11]1[C:15](=[O:16])[N:14]([CH:17]([F:19])[F:18])[C:13]([CH3:20])=[N:12]1. Procedure: A mixture of 24.5 g (0.085 mole) of 1-(2-fluoro-4-nitrophenyl)-4-difluoromethyl-4,5-dihydro-3-methyl-1,2,4-triazol-5(1H)-one and 0.30 g of platinum oxide in 250 mL of absolute ethanol was hydrogenated in a Parr hydrogenation apparatus. The calculated amount of hydrogen required was taken up in 45 minutes. The reaction mixture was filtered through a Buchner funnel, and the filtrate was evaporated under reduced pressure, leaving a dark brown solid residue. This residue was placed on a silica gel c...